From a dataset of the Open Reaction Database (ORD), a public repository of structured organic reaction records. describe an organic reaction: reactants, conditions, products, and yield Starting materials: C/C(=C\C/C=C(\C)/C=C)/CC/C=C(\C)/C=O (α-sinensal), CC(CCC=O)=CCCC(=C)C=C (4-Methyl-8-vinyl-4,8-nonadienal), Example 1 ( d ). Product: C/C(=C\CCC(=C)C=C)/CC/C=C(\C)/C=O (β-Sinensal), ⃝-sinensal. RXN SMILES: CC(=CCCC(C=C)=C)CCC=O.[CH3:14]/[C:15](/[CH2:23][CH2:24]/[CH:25]=[C:26](/[CH:28]=[O:29])\[CH3:27])=[CH:16]\[CH2:17]/[CH:18]=[C:19](/[CH:21]=[CH2:22])\[CH3:20]>>[CH3:14]/[C:15](/[CH2:23][CH2:24]/[CH:25]=[C:26](/[CH:28]=[O:29])\[CH3:27])=[CH:16]\[CH2:17][CH2:18][C:19]([CH:21]=[CH2:22])=[CH2:20]. Reported procedure: 4-Methyl-8-vinyl-4,8-nonadienal was used in place of 4-methyl- 8-vinyl-4,7-nonadienal in the reaction described in Example 1 (d). for preparing α-sinensal. The resulting aldehyde, ⃝-sinensal, was obtained in comparable yields and had the same constants as the product obtained according to Example 4 (d). Reactants: C(C1=CC=CC=C1)OC1=C(C=C(C=C1)[C@H](CBr)O[Si](C)(C)C(C)(C)C)CO ([2-(benzyloxy)-5-((1R)-2-bromo-1-{[tert-butyl(dimethyl)silyl]oxy}ethyl) phenyl]methanol), NC(CC=1C=C(C=CC1)CC(=O)O)(C)C ([3-(2-amino-2-methylpropyl)phenyl]acetic acid), C(C)(C)N(C(C)C)CC (N,N-diisopropylethylamine). Run in CS(=O)C (dimethylsulfoxide), C(C)(=O)OCC (ethyl acetate). Conditions: temperature 90 celsius, time 28 hour. The product is COC(CC1=CC(=CC=C1)CC(C)(C)NC[C@H](O[Si](C)(C)C(C)(C)C)C1=CC(=C(C=C1)OCC1=CC=CC=C1)CO)=O (Methyl(3-{2-[((2R)-2-[4-(benzyloxy)-3-(hydroxymethyl)phenyl]-2-{[tert-butyl(dimethyl)silyl]oxy}ethyl)amino]-2-methylpropyl}phenyl)acetate). The yield is 50.0%. Reaction SMILES: [CH2:1]([O:8][C:9]1[CH:14]=[CH:13][C:12]([C@@H:15]([O:18][Si:19]([C:22]([CH3:25])([CH3:24])[CH3:23])([CH3:21])[CH3:20])[CH2:16]Br)=[CH:11][C:10]=1[CH2:26][OH:27])[C:2]1[CH:7]=[CH:6][CH:5]=[CH:4][CH:3]=1.[NH2:28][C:29]([CH3:42])([CH3:41])[CH2:30][C:31]1[CH:32]=[C:33]([CH2:37][C:38]([OH:40])=[O:39])[CH:34]=[CH:35][CH:36]=1.[CH:43](N(CC)C(C)C)(C)C>CS(C)=O.C(OCC)(=O)C>[CH3:43][O:39][C:38](=[O:40])[CH2:37][C:33]1[CH:34]=[CH:35][CH:36]=[C:31]([CH2:30][C:29]([NH:28][CH2:16][C@@H:15]([C:12]2[CH:13]=[CH:14][C:9]([O:8][CH2:1][C:2]3[CH:7]=[CH:6][CH:5]=[CH:4][CH:3]=3)=[C:10]([CH2:26][OH:27])[CH:11]=2)[O:18][Si:19]([C:22]([CH3:25])([CH3:24])[CH3:23])([CH3:21])[CH3:20])([CH3:42])[CH3:41])[CH:32]=1. Procedure details: A mixture of [2-(benzyloxy)-5-((1R)-2-bromo-1-{[tert-butyl(dimethyl)silyl]oxy}ethyl) phenyl]methanol (preparation 23), (3.4 g, 7.5 mmol), [3-(2-amino-2-methylpropyl)phenyl]acetic acid (preparation 146), (1.7 g, 7.5 mmol) and N,N-diisopropylethylamine (1.4 mL, 8 mmol) in dimethylsulfoxide (7.5 mL) was stirred at 90° C. for 28 hours. The reaction mixture was then cooled, diluted with ethyl acetate and washed with water. The organic solution was then dried over magnesium sulfate, concentrated in va... Reactants: ClC(C(C)=O)Cl (dichloroacetone), C(O)([O-])=O.[Na+] (sodium hydrogen carbonate), NC1=NC2=C(C(=NC1)C1=NC=CC=C1)C=C(C=C2)I (2-amino-7-iodo-5-(2-pyridyl)-3H-1,4-benzodiazepine), ClCC(=O)CCl (1,3-dichloroacetone), C(O)([O-])=O.[Na+] (sodium hydrogen carbonate). The solvent is O1CCOCC1 (dioxan). Reaction conditions: temperature 100 celsius, time 24 hour. Yields the product ClCC=1N=C2N(C3=C(C(=NC2)C2=NC=CC=C2)C=C(C=C3)I)C1 (2-chloromethyl-8-iodo-6-(2-pyridyl)-4H-imidazo [1,2-a][1,4]benzodiazepine). The yield is 43.8%. As a reaction SMILES: [NH2:1][C:2]1[CH2:8][N:7]=[C:6]([C:9]2[CH:14]=[CH:13][CH:12]=[CH:11][N:10]=2)[C:5]2[CH:15]=[C:16]([I:19])[CH:17]=[CH:18][C:4]=2[N:3]=1.[Cl:20][CH2:21][C:22]([CH2:24]Cl)=O.C(=O)([O-])O.[Na+].ClC(Cl)C(=O)C>O1CCOCC1>[Cl:20][CH2:21][C:22]1[N:1]=[C:2]2[CH2:8][N:7]=[C:6]([C:9]3[CH:14]=[CH:13][CH:12]=[CH:11][N:10]=3)[C:5]3[CH:15]=[C:16]([I:19])[CH:17]=[CH:18][C:4]=3[N:3]2[CH:24]=1 |f:2.3|. Procedure details: A, solution of 2.3 g of 2-amino-7-iodo-5-(2-pyridyl)-3H-1,4-benzodiazepine and 0.87 g of 1,3-dichloroacetone in 65 ml of dioxan was treated with 0.6 g of anhydrous sodium hydrogen carbonate and the mixture was stirred at 100° C. for 24 h. A further 0.09 g of dichloroacetone and 0.06 g of anhydrous sodium hydrogen carbonate were added and the mixture was stirred at 100° C. for a further 5 h. The mixture was evaporated in a vacuum and the residue was partitioned between chloroform and saturated aq... The reactants are CC[N+](CC)(CC)Cc1ccccc1, [Cl-], CC1(Br)OC(=O)N(c2ccc(Cl)cc2)C1=O, [I-], [K+], O. The product is CC1(I)OC(=O)N(c2ccc(Cl)cc2)C1=O. Reaction SMILES: [CH2:20]([N+:21]([CH2:22][CH3:23])([CH2:24][CH3:25])[CH2:26][CH3:27])[c:28]1[cH:29][cH:30][cH:31][cH:32][cH:33]1.[Cl-:19].[Cl:1][c:2]1[cH:3][cH:4][c:5]([N:8]2[C:9](=[O:16])[O:10][C:11]([CH3:14])([Br:15])[C:12]2=[O:13])[cH:6][cH:7]1.[I-:18].[K+:17].[OH2:34]>>[Cl:1][c:2]1[cH:3][cH:4][c:5]([N:8]2[C:9](=[O:16])[O:10][C:11]([CH3:14])([I:18])[C:12]2=[O:13])[cH:6][cH:7]1.